Dataset: the Open Reaction Database (ORD), a public repository of structured organic reaction records. Task: describe an organic reaction: reactants, conditions, products, and yield Starting materials: C(C)N(C(C)C)C(C)C (N-Ethyldiisopropylamine), O.ON1N=NC2=C1C=CC=C2 (1-hydroxybenzotriazole hydrate), Cl.CN(CCCN=C=NCC)C (1-(3-dimethylaminopropyl)-3-ethylcarbodiimide hydrochloride), Cl.C(C)C1NCCC2=C1C=CS2 (4-ethyl-4,5,6,7-tetrahydrothieno[3,2-c]pyridine hydrochloride), COC1=CC(=C(C(=C1)C)S(=O)(=O)N1C(CCCC1)CCCC(=O)O)C (4-(1-(4-methoxy-2,6-dimethylphenylsulfonyl)piperidin-2-yl)butanoic acid). Run in C([O-])(O)=O.[Na+] (sodium bicarbonate). Reaction conditions: time 15 hour. Yields the product C(C)C1N(CCC2=C1C=CS2)C(CCCC2N(CCCC2)S(=O)(=O)C2=C(C=C(C=C2C)OC)C)=O (1-(4-Ethyl-6,7-dihydrothieno[3,2-c]pyridin-5(4H)-yl)-4-(1-(4-methoxy-2,6-dimethylphenylsulfonyl)piperidin-2-yl)butan-1-one). As a reaction SMILES: C(N(C(C)C)C(C)C)C.O.ON1C2C=CC=CC=2N=N1.Cl.CN(C)CCCN=C=NCC.Cl.[CH2:34]([CH:36]1[C:41]2[CH:42]=[CH:43][S:44][C:40]=2[CH2:39][CH2:38][NH:37]1)[CH3:35].[CH3:45][O:46][C:47]1[CH:52]=[C:51]([CH3:53])[C:50]([S:54]([N:57]2[CH2:62][CH2:61][CH2:60][CH2:59][CH:58]2[CH2:63][CH2:64][CH2:65][C:66](O)=[O:67])(=[O:56])=[O:55])=[C:49]([CH3:69])[CH:48]=1>C(=O)(O)[O-].[Na+]>[CH2:34]([CH:36]1[C:41]2[CH:42]=[CH:43][S:44][C:40]=2[CH2:39][CH2:38][N:37]1[C:66](=[O:67])[CH2:65][CH2:64][CH2:63][CH:58]1[CH2:59][CH2:60][CH2:61][CH2:62][N:57]1[S:54]([C:50]1[C:51]([CH3:53])=[CH:52][C:47]([O:46][CH3:45])=[CH:48][C:49]=1[CH3:69])(=[O:56])=[O:55])[CH3:35] |f:1.2,3.4,5.6,8.9|. Procedure: N-Ethyldiisopropylamine (0.21 ml, 1.218 mmol), 1-hydroxybenzotriazole hydrate (60 mg, 0.447 mol), 1-(3-dimethylaminopropyl)-3-ethylcarbodiimide hydrochloride (116 mg, 0.609 mmol) and 4-ethyl-4,5,6,7-tetrahydrothieno[3,2-c]pyridine hydrochloride (123 mg, 0.609 mmol) were added to a solution of 4-(1-(4-methoxy-2,6-dimethylphenylsulfonyl)piperidin-2-yl)butanoic acid (AC7) (0.15 g, 0.406 mmol) in MC (10 ml) and the mixture was stirred at room temperature for 15 hours. Saturated sodium bicarbonate so...